From a dataset of the Open Reaction Database (ORD), a public repository of structured organic reaction records. describe an organic reaction: reactants, conditions, products, and yield The reactants are ClC=1C(=C(C=CC1F)[C@@H](C[C@@](C=O)(C(F)(F)F)O)CC)OC ((2R,4R)-4-(3-chloro-4-fluoro-2-methoxyphenyl)-2-hydroxy-2-(trifluoromethyl)hexanal), NC1=C2C=CC(NC2=CC(=C1)F)=O (5-amino-7-fluoroquinolin-2(1H)-one). Reagents/catalysts: CC(C)([O-])C.[Ti+4].CC(C)([O-])C.CC(C)([O-])C.CC(C)([O-])C (titanium tert-butoxide). The product is ClC=1C(=C(C=CC1F)[C@@H](C[C@@](C=NC1=C2C=CC(NC2=CC(=C1)F)=O)(C(F)(F)F)O)CC)OC (5-{[(2R,4R)-4-(3-chloro-4-fluoro-2-methoxyphenyl)-2-hydroxy-2-(trifluoromethyl)hexylidene]amino}-7-fluoroquinolin-2(1H)-one). RXN SMILES: [Cl:1][C:2]1[C:3]([O:21][CH3:22])=[C:4]([C@H:9]([CH2:19][CH3:20])[CH2:10][C@:11]([OH:18])([C:14]([F:17])([F:16])[F:15])[CH:12]=O)[CH:5]=[CH:6][C:7]=1[F:8].[NH2:23][C:24]1[CH:33]=[C:32]([F:34])[CH:31]=[C:30]2[C:25]=1[CH:26]=[CH:27][C:28](=[O:35])[NH:29]2>CC(C)([O-])C.[Ti+4].CC(C)([O-])C.CC(C)([O-])C.CC(C)([O-])C>[Cl:1][C:2]1[C:3]([O:21][CH3:22])=[C:4]([C@H:9]([CH2:19][CH3:20])[CH2:10][C@:11]([OH:18])([C:14]([F:16])([F:15])[F:17])[CH:12]=[N:23][C:24]2[CH:33]=[C:32]([F:34])[CH:31]=[C:30]3[C:25]=2[CH:26]=[CH:27][C:28](=[O:35])[NH:29]3)[CH:5]=[CH:6][C:7]=1[F:8] |f:2.3.4.5.6|. Reported procedure: In the same way as in Example 148, 173 mg (0.51 mmol) of (2R,4R)-4-(3-chloro-4-fluoro-2-methoxyphenyl)-2-hydroxy-2-(trifluoromethyl)hexanal, 90 mg (0.51 mmol) of 5-amino-7-fluoroquinolin-2(1H)-one and 0.32 ml of titanium tert-butoxide are reacted to give 5-{[(2R,4R)-4-(3-chloro-4-fluoro-2-methoxyphenyl)-2-hydroxy-2-(trifluoromethyl)hexylidene]amino}-7-fluoroquinolin-2(1H)-one. 270 mg of crude imine are cyclized in the same way as in Example 148 at −30° C. with 7.6 ml (7.6 mmol) of 1 M boron trib... RXN SMILES: [CH3:20][CH2:21][OH:22].[NH3:1].[O:2]=[c:3]1[cH:4][c:5]([C:15]([O:17][CH2:16][CH3:18])=[O:19])[o:6][cH:7][c:8]1-[c:9]1[cH:10][cH:11][cH:12][cH:13][cH:14]1>>[NH2:1][C:15]([c:5]1[cH:4][c:3](=[O:2])[c:8](-[c:9]2[cH:10][cH:11][cH:12][cH:13][cH:14]2)[cH:7][o:6]1)=[O:17]. Reactants: CCO, N, CCOC(=O)c1cc(=O)c(-c2ccccc2)co1. Product: NC(=O)c1cc(=O)c(-c2ccccc2)co1. The reactants are C1CCOC1, CC(=O)Cl, ClCCl, CCC(CC)c1cc(C)nc2c(-c3sc([N+](=O)[O-])cc3C)c(C)nn12. The product is CCC(CC)c1cc(C)nc2c(-c3sc(NC(C)=O)cc3C)c(C)nn12. RXN SMILES: [CH2:33]1[O:34][CH2:35][CH2:36][CH2:37]1.[CH3:26][C:27]([Cl:28])=[O:29].[Cl:30][CH2:31][Cl:32].[N+:1]([O-:2])(=[O:3])[c:4]1[cH:5][c:6]([CH3:25])[c:7](-[c:9]2[c:10]([CH3:24])[n:11][n:12]3[c:13]2[n:14][c:15]([CH3:23])[cH:16][c:17]3[CH:18]([CH2:19][CH3:20])[CH2:21][CH3:22])[s:8]1>>[NH:1]([c:4]1[cH:5][c:6]([CH3:25])[c:7](-[c:9]2[c:10]([CH3:24])[n:11][n:12]3[c:13]2[n:14][c:15]([CH3:23])[cH:16][c:17]3[CH:18]([CH2:19][CH3:20])[CH2:21][CH3:22])[s:8]1)[C:27]([CH3:26])=[O:29]. Starting materials: N(=NC(=O)N1CCCCC1)C(=O)N1CCCCC1 (1,1′-azodicarbonyldipiperidine), O1C(NC=C1)=O (3H-oxazol-2-one), C(CCC)P(CCCC)CCCC (tributylphosphine), C(C1=CC=CC=C1)N1CC=C(CC1)C1=C(C=C(C=C1)N1C(O[C@H](C1)CO)=O)F ((5R)-3-(4-(1-Benzyl-1,2,5,6-tetrahydropyridin-4-yl)-3-fluorophenyl)-5-hydroxymethyl-oxazolidin-2-one). The solvent is O1CCCC1 (tetrahydrofuran). Product: C(C1=CC=CC=C1)N1CC=C(CC1)C1=C(C=C(C=C1)N1C(O[C@H](C1)CN1C(OC=C1)=O)=O)F ((5S)-3-(4-(1-Benzyl-1,2,5,6-tetrahydropyridin-4-yl)-3-fluorophenyl)-5-(2-oxo-3H-1,3-oxazol-3-ylmethyl)oxazolidin-2-one). The yield is 0.9%. Reaction SMILES: [CH2:1]([N:8]1[CH2:13][CH2:12][C:11]([C:14]2[CH:19]=[CH:18][C:17]([N:20]3[CH2:24][C@H:23](CO)[O:22][C:21]3=[O:27])=[CH:16][C:15]=2[F:28])=[CH:10][CH2:9]1)[C:2]1[CH:7]=[CH:6][CH:5]=[CH:4][CH:3]=1.[O:29]1[CH:33]=[CH:32][NH:31][C:30]1=[O:34].[CH2:35](P(CCCC)CCCC)CCC.N(C(N1CCCCC1)=O)=NC(N1CCCCC1)=O>O1CCCC1>[CH2:1]([N:8]1[CH2:13][CH2:12][C:11]([C:14]2[CH:19]=[CH:18][C:17]([N:20]3[CH2:24][C@H:23]([CH2:35][N:31]4[CH:32]=[CH:33][O:29][C:30]4=[O:34])[O:22][C:21]3=[O:27])=[CH:16][C:15]=2[F:28])=[CH:10][CH2:9]1)[C:2]1[CH:3]=[CH:4][CH:5]=[CH:6][CH:7]=1. Procedure details: (5R)-3-(4-(1-Benzyl-1,2,5,6-tetrahydropyridin-4-yl)-3-fluorophenyl)-5-hydroxymethyl-oxazolidin-2-one (2.92 g, 7.3 mM; WO 97-30995) was stirred in tetrahydrofuran (60 ml), and 3H-oxazol-2-one (0.69 g, 8.12 mM) and tributylphosphine (1.77 g, 8.75 mM) were added. The mixture was stirred at 0° under nitrogen, and 1,1′-azodicarbonyldipiperidine (2.06 g, 8.18 mM) was added portionwise. The reaction mixture was allowed to warm to ambient temperature and stirred overnight. The precipitate was filtered o... Reactants: FC1=C(C=CC(=C1O)[N+](=O)[O-])CC(=O)OC (Methyl 2-fluoro-3-hydroxy-4-nitrophenylacetate), reduced iron, O.O.O.C(C)(=O)[O-].[Na+] (sodium acetate-trihydrate), C(C)(=O)O (acetic acid). The solvent is CO.O (methanol water). The product is NC1=C(C(=C(C=C1)CC(=O)OC)F)O (methyl 4-amino-3-hydroxy-2-fluorophenylacetate). Yield: 43.5%. RXN SMILES: [F:1][C:2]1[C:7]([OH:8])=[C:6]([N+:9]([O-])=O)[CH:5]=[CH:4][C:3]=1[CH2:12][C:13]([O:15][CH3:16])=[O:14].O.O.O.C([O-])(=O)C.[Na+].C(O)(=O)C>CO.O>[NH2:9][C:6]1[CH:5]=[CH:4][C:3]([CH2:12][C:13]([O:15][CH3:16])=[O:14])=[C:2]([F:1])[C:7]=1[OH:8] |f:1.2.3.4.5,7.8|. Reported procedure: Methyl 2-fluoro-3-hydroxy-4-nitrophenylacetate (5.22 g, 14.9 mmol), reduced iron powder (2.66 g, 47.7 mmol), sodium acetate-trihydrate (2.03 g, 14.9 mmol) and acetic acid (5.54 ml) were heated and refluxed at 110° C. for 4 hours in methanol:water (1:4, 300 ml). After cooling to room temperature, the reaction mixture was filtered through Celite under reduced pressure to remove the insoluble matter. The filtrate was then concentrated, followed by extraction with ethyl acetate. The extract was wash... Starting materials: O=C([O-])[O-], CC(C)CCN, CCCCCC, CS(C)=O, [K+], [K+], O, ClCCCCOc1ccc2ccccc2c1, c1ccccc1. Product: CC(C)CCNCCCCOc1ccc2ccccc2c1. RXN SMILES: [C:1](=[O:2])([O-:3])[O-:4].[CH2:7]([CH2:8][CH:9]([CH3:10])[CH3:11])[NH2:12].[CH3:29][CH2:30][CH2:31][CH2:32][CH2:33][CH3:34].[CH3:41][S:42]([CH3:43])=[O:44].[K+:5].[K+:6].[OH2:45].[cH:13]1[c:14]([O:23][CH2:24][CH2:25][CH2:26][CH2:27][Cl:28])[cH:15][cH:16][c:17]2[cH:18][cH:19][cH:20][cH:21][c:22]12.[cH:35]1[cH:36][cH:37][cH:38][cH:39][cH:40]1>>[CH2:7]([CH2:8][CH:9]([CH3:10])[CH3:11])[NH:12][CH2:27][CH2:26][CH2:25][CH2:24][O:23][c:14]1[cH:13][c:22]2[c:17]([cH:16][cH:15]1)[cH:18][cH:19][cH:20][cH:21]2. Starting materials: Br.OC=1C=C(C=CC1O)C(CNC(CNC(COC1=CC=CC=C1)=O)(C)C)O (1-(3,4-dihydroxyphenyl)-2-[1,1-dimethyl-2-(2-phenoxyacetamido)ethylamino]ethanol hydrobromide), C(C(C)(C)C)(=O)Cl (pivaloyl chloride), Br (hydrogen bromide). The solvent is FC(C(=O)O)(F)F (trifluoroacetic acid). Yields the product triester, Br.C(C(C)(C)C)(=O)OC(CNC(CNC(COC1=CC=CC=C1)=O)(C)C)C1=CC(=C(C=C1)OC(C(C)(C)C)=O)OC(C(C)(C)C)=O (1-[3,4-bis(pivaloyloxy)phenyl]-2-[1,1-dimethyl-2-(2-phenoxyacetamido)ethylamino]ethyl pivaloate hydrobromide). As a reaction SMILES: [BrH:1].[OH:2][C:3]1[CH:4]=[C:5]([CH:10]([OH:28])[CH2:11][NH:12][C:13]([CH3:27])([CH3:26])[CH2:14][NH:15][C:16](=[O:25])[CH2:17][O:18][C:19]2[CH:24]=[CH:23][CH:22]=[CH:21][CH:20]=2)[CH:6]=[CH:7][C:8]=1[OH:9].[C:29](Cl)(=[O:34])[C:30]([CH3:33])([CH3:32])[CH3:31].Br>FC(F)(F)C(O)=O>[BrH:1].[C:29]([O:28][CH:10]([C:5]1[CH:6]=[CH:7][C:8]([O:9][C:29](=[O:34])[C:30]([CH3:33])([CH3:32])[CH3:31])=[C:3]([O:2][C:29](=[O:34])[C:30]([CH3:33])([CH3:32])[CH3:31])[CH:4]=1)[CH2:11][NH:12][C:13]([CH3:26])([CH3:27])[CH2:14][NH:15][C:16](=[O:25])[CH2:17][O:18][C:19]1[CH:24]=[CH:23][CH:22]=[CH:21][CH:20]=1)(=[O:34])[C:30]([CH3:33])([CH3:32])[CH3:31] |f:0.1,5.6|. Procedure: A solution of 1-(3,4-dihydroxyphenyl)-2-[1,1-dimethyl-2-(2-phenoxyacetamido)ethylamino]ethanol hydrobromide (0.8 g.) in trifluoroacetic acid (5.4 ml.) was treated with pivaloyl chloride (1.12 ml.) and the mixture was heated under reflux for 40 minutes. The mixture was then evaporated and the residue was dissolved in ether. The solution obtained was treated with ethereal hydrogen bromide until just acid, where upon an oily solid separated. Trituration of this material with ether (20 ml.) gave the... Yields the product CCN(CC)C(=S)Nc1ccccc1C(=O)OC. Reactants: CCNCC, COC(=O)c1ccccc1N=C=S, C1CCOC1, O. Reaction SMILES: [CH2:14]([CH3:15])[NH:16][CH2:17][CH3:18].[N:1](=[C:2]=[S:3])[c:4]1[c:5]([C:6](=[O:7])[O:8][CH3:9])[cH:10][cH:11][cH:12][cH:13]1.[O:20]1[CH2:21][CH2:22][CH2:23][CH2:24]1.[OH2:19]>>[NH:1]([C:2](=[S:3])[N:16]([CH2:14][CH3:15])[CH2:17][CH3:18])[c:4]1[c:5]([C:6](=[O:7])[O:8][CH3:9])[cH:10][cH:11][cH:12][cH:13]1. Starting materials: C1CCOC1, CCN(C(C)C)C(C)C, O=[N+]([O-])c1cnc(Cl)nc1Cl, NC1CCOCC1. Product: O=[N+]([O-])c1cnc(Cl)nc1NC1CCOCC1. RXN SMILES: [CH2:28]1[O:29][CH2:30][CH2:31][CH2:32]1.[CH:12]([N:13]([CH2:14][CH3:15])[CH:16]([CH3:17])[CH3:18])([CH3:19])[CH3:20].[Cl:1][c:2]1[n:3][cH:4][c:5]([N+:9](=[O:10])[O-:11])[c:6]([Cl:8])[n:7]1.[O:21]1[CH2:22][CH2:23][CH:24]([NH2:27])[CH2:25][CH2:26]1>>[Cl:1][c:2]1[n:3][cH:4][c:5]([N+:9](=[O:10])[O-:11])[c:6]([NH:27][CH:24]2[CH2:23][CH2:22][O:21][CH2:26][CH2:25]2)[n:7]1. The reactants are COC(=O)c1ccc(N=C=O)c(Cl)c1, Cc1ccccc1, c1ccc(-n2nc3ccccc3c2NC2CCCCC2)cc1. The product is COC(=O)c1ccc(NC(=O)N(c2c3ccccc3nn2-c2ccccc2)C2CCCCC2)c(Cl)c1. RXN SMILES: [CH3:23][O:24][C:25]([c:26]1[cH:27][c:28]([Cl:35])[c:29]([N:32]=[C:33]=[O:34])[cH:30][cH:31]1)=[O:36].[CH3:37][c:38]1[cH:39][cH:40][cH:41][cH:42][cH:43]1.[CH:1]1([NH:7][c:8]2[n:9](-[c:17]3[cH:18][cH:19][cH:20][cH:21][cH:22]3)[n:10][c:11]3[cH:12][cH:13][cH:14][cH:15][c:16]23)[CH2:2][CH2:3][CH2:4][CH2:5][CH2:6]1>>[CH:1]1([N:7]([c:8]2[n:9](-[c:17]3[cH:18][cH:19][cH:20][cH:21][cH:22]3)[n:10][c:11]3[cH:12][cH:13][cH:14][cH:15][c:16]23)[C:33]([NH:32][c:29]2[c:28]([Cl:35])[cH:27][c:26]([C:25]([O:24][CH3:23])=[O:36])[cH:31][cH:30]2)=[O:34])[CH2:2][CH2:3][CH2:4][CH2:5][CH2:6]1.